From a dataset of the Open Reaction Database (ORD), a public repository of structured organic reaction records. describe an organic reaction: reactants, conditions, products, and yield The reactants are CN1C(=NC=C1[N+](=O)[O-])C1=NC2=CC=CC=C2C(N1)=O (2-(1-methyl-5-nitro-2-imidazolyl)-4-quinazolinone), P(Cl)(Cl)(Cl)(Cl)Cl (phosphorus pentachloride). The solvent is P(=O)(Cl)(Cl)Cl (phosphorus oxychloride). Run at time 3 hour. Yields the product CN1C(=NC=C1[N+](=O)[O-])C1=NC2=CC=CC=C2C(=N1)Cl (2-(1-Methyl-5-nitro-2-imidazolyl)-4-chloroquinazolin). RXN SMILES: [CH3:1][N:2]1[C:6]([N+:7]([O-:9])=[O:8])=[CH:5][N:4]=[C:3]1[C:10]1[NH:19][C:18](=O)[C:17]2[C:12](=[CH:13][CH:14]=[CH:15][CH:16]=2)[N:11]=1.P(Cl)(Cl)(Cl)(Cl)[Cl:22]>P(Cl)(Cl)(Cl)=O>[CH3:1][N:2]1[C:6]([N+:7]([O-:9])=[O:8])=[CH:5][N:4]=[C:3]1[C:10]1[N:19]=[C:18]([Cl:22])[C:17]2[C:12](=[CH:13][CH:14]=[CH:15][CH:16]=2)[N:11]=1. Procedure: A suspension of 25 g of 2-(1-methyl-5-nitro-2-imidazolyl)-4-quinazolinone and 26.2 g of phosphorus pentachloride in 150 ml of phosphorus oxychloride is boiled for 3 hours and then evaporated in vacuo (12 Torr). The residue is taken up in methylene chloride and stirred with water for one hour at room temperature. The mixture is made alkaline with sodium bicarbonate and extracted by dropwise addition of methylene chloride. The mixture is dried with magnesium sulphate and treated with animal charco... The reactants are CS(=O)(=O)Nn1c(=O)[nH]c2cc([N+](=O)[O-])c(F)cc2c1=O, CC(C)(N)CO. The product is CC(C)(CO)Nc1cc2c(=O)n(NS(C)(=O)=O)c(=O)[nH]c2cc1[N+](=O)[O-]. Reaction SMILES: [F:1][c:2]1[cH:3][c:4]2[c:5](=[O:21])[n:6]([NH:16][S:17](=[O:18])(=[O:19])[CH3:20])[c:7](=[O:15])[nH:8][c:9]2[cH:10][c:11]1[N+:12](=[O:13])[O-:14].[NH2:22][C:23]([CH2:24][OH:25])([CH3:26])[CH3:27]>>[c:2]1([NH:22][C:23]([CH2:24][OH:25])([CH3:26])[CH3:27])[cH:3][c:4]2[c:5](=[O:21])[n:6]([NH:16][S:17](=[O:18])(=[O:19])[CH3:20])[c:7](=[O:15])[nH:8][c:9]2[cH:10][c:11]1[N+:12](=[O:13])[O-:14]. Reactants: C([O-])([O-])=O.[Li+].[Li+] (lithium carbonate), C1(CC1)[C@]1([C@@H](NCC1)C(C)C)O ((2S,3R)-3-cyclopropyl-2-isopropylpyrrolidin-3-ol), FC1=C(C#N)C=CC(=C1)F (2,4-difluorobenzonitrile). The product is C(C)[C@@H]1N(CC[C@@]1(O)CC)C1=CC(=C(C#N)C=C1)F (4-[(2S,3S)-2,3-diethyl-3-hydroxypyrrolidin-1-yl]-2-fluorobenzonitrile), oil. Isolated yield 76.0%. RXN SMILES: [CH:1]1([C@:4]2([OH:12])[CH2:8][CH2:7][NH:6][C@H:5]2[CH:9]([CH3:11])C)[CH2:3]C1.[F:13][C:14]1[CH:21]=[C:20](F)[CH:19]=[CH:18][C:15]=1[C:16]#[N:17].C(=O)([O-])[O-].[Li+].[Li+]>>[CH2:9]([C@H:5]1[C@@:4]([CH2:1][CH3:3])([OH:12])[CH2:8][CH2:7][N:6]1[C:20]1[CH:19]=[CH:18][C:15]([C:16]#[N:17])=[C:14]([F:13])[CH:21]=1)[CH3:11] |f:2.3.4|. Procedure: By an operation in the same manner as in Example 1 and using (2S,3S)-2,3-diethylpyrrolidin-3-ol 0.5 oxalate (196 mg), 2,4-difluorobenzonitrile (284 mg) and lithium carbonate (202 mg), the title compound was obtained as pale-yellow oil (yield: 208 mg, yield: 76%). The reactants are CCCCCC12CCC(c3ccc(C#N)c([N+](=O)[O-])c3)(CC1)CC2, CN1CCCN(C)C1=O, [Cs+], [F-]. Yields the product CCCCCC12CCC(c3ccc(C#N)c(F)c3)(CC1)CC2. As a reaction SMILES: [C:1](#[N:2])[c:3]1[c:4]([N+:22]([O-:23])=[O:24])[cH:5][c:6]([C:9]23[CH2:10][CH2:11][C:12]([CH2:17][CH2:18][CH2:19][CH2:20][CH3:21])([CH2:13][CH2:14]2)[CH2:15][CH2:16]3)[cH:7][cH:8]1.[CH3:27][N:28]1[CH2:29][CH2:30][CH2:31][N:32]([CH3:33])[C:34]1=[O:35].[Cs+:26].[F-:25]>>[C:1](#[N:2])[c:3]1[c:4]([F:25])[cH:5][c:6]([C:9]23[CH2:10][CH2:11][C:12]([CH2:17][CH2:18][CH2:19][CH2:20][CH3:21])([CH2:13][CH2:14]2)[CH2:15][CH2:16]3)[cH:7][cH:8]1. Starting materials: C(C1=CC=CC=C1)OC(=O)NCC1CC2=CC=C(C=C2C1)CC(=O)OCC (ethyl [2-(benzyloxycarbonylaminomethyl)indan-5-yl]acetate), C1(=CC=CC=C1)S(=O)(=O)Cl (benzenesulfonyl chloride), O (water), C([O-])([O-])=O.[K+].[K+] (potassium carbonate). Reagents/catalysts: [C].[Pd] (palladium-carbon). Run in CO (methanol). Conditions: time 2 hour. Product: C1(=CC=CC=C1)S(=O)(=O)NCC1CC2=CC=C(C=C2C1)CC(=O)OCC (Ethyl [2-(phenylsulfonylaminomethyl)indan-5-yl]acetate). The yield is 97.0%. Reaction SMILES: C(OC([NH:11][CH2:12][CH:13]1[CH2:21][C:20]2[C:15](=[CH:16][CH:17]=[C:18]([CH2:22][C:23]([O:25][CH2:26][CH3:27])=[O:24])[CH:19]=2)[CH2:14]1)=O)C1C=CC=CC=1.O.C(=O)([O-])[O-].[K+].[K+].[C:35]1([S:41](Cl)(=[O:43])=[O:42])[CH:40]=[CH:39][CH:38]=[CH:37][CH:36]=1>CO.[C].[Pd]>[C:35]1([S:41]([NH:11][CH2:12][CH:13]2[CH2:21][C:20]3[C:15](=[CH:16][CH:17]=[C:18]([CH2:22][C:23]([O:25][CH2:26][CH3:27])=[O:24])[CH:19]=3)[CH2:14]2)(=[O:43])=[O:42])[CH:40]=[CH:39][CH:38]=[CH:37][CH:36]=1 |f:2.3.4,7.8|. Reported procedure: Dissolved in 30 ml of methanol were 1.80 g (4.90 mmol) of ethyl [2-(benzyloxycarbonylaminomethyl)indan-5-yl]acetate, and 500 mg of 10% palladium-carbon were added to the solution, followed by stirring for 2 hours under a hydrogen atmosphere. The catalyst was separated by filtration, and the filtrate was concentrated. The resultant residue was dissolved in 15 ml of ethyl acetate, and 10 ml of water and 1.18 g (8.51 mmol) of potassium carbonate were added to the solution. While vigorously stirring... Starting materials: FC1=CC=C2C(=CN(C2=C1)CC1=CSC=C1)C1CCNCC1 (6-fluoro-3-piperidin-4-yl-1-thiophen-3-ylmethyl-1H-indole), C(C)OC(C1=C(C=CC(=C1)CBr)OC)=O (5-bromomethyl-2-methoxy-benzoic acid ethyl ester). Yields the product FC1=CC=C2C(=CN(C2=C1)CC1=CSC=C1)C1CCN(CC1)CC=1C=CC(=C(C(=O)O)C1)OC (5-[4-(6-fluoro-1-thiophen-3-ylmethyl-1H-indol-3-yl)-piperidin-1-ylmethyl]-2-methoxy-benzoic acid). RXN SMILES: [F:1][C:2]1[CH:10]=[C:9]2[C:5]([C:6]([CH:17]3[CH2:22][CH2:21][NH:20][CH2:19][CH2:18]3)=[CH:7][N:8]2[CH2:11][C:12]2[CH:16]=[CH:15][S:14][CH:13]=2)=[CH:4][CH:3]=1.C([O:25][C:26](=[O:37])[C:27]1[CH:32]=[C:31]([CH2:33]Br)[CH:30]=[CH:29][C:28]=1[O:35][CH3:36])C>>[F:1][C:2]1[CH:10]=[C:9]2[C:5]([C:6]([CH:17]3[CH2:22][CH2:21][N:20]([CH2:33][C:31]4[CH:30]=[CH:29][C:28]([O:35][CH3:36])=[C:27]([CH:32]=4)[C:26]([OH:37])=[O:25])[CH2:19][CH2:18]3)=[CH:7][N:8]2[CH2:11][C:12]2[CH:16]=[CH:15][S:14][CH:13]=2)=[CH:4][CH:3]=1. Procedure details: This compound was prepared following the procedure described in example 13 (part D) starting with 0.12 g (0.34 mmol) of 6-fluoro-3-piperidin-4-yl-1-thiophen-3-ylmethyl-1H-indole and 0.11 g (0.44 mmol) of 5-bromomethyl-2-methoxy-benzoic acid ethyl ester. The crude mixture was purified by HPLC-MS using a C-18 column. Reaction SMILES: [C:1]([CH3:2])([CH3:3])([CH3:4])[O:5][C:6](=[O:7])[N:8]1[CH2:9][CH2:10][n:11]2[c:12]1[c:13]([N+:28]([O-:29])=[O:30])[c:14]([NH:19][c:20]1[c:21]([F:27])[cH:22][c:23]([Br:26])[cH:24][cH:25]1)[c:15]([CH3:18])[c:16]2=[O:17].[CH2:34]1[O:35][CH2:36][CH2:37][CH2:38]1.[Cl-:31].[NH4+:32].[OH2:33].[Zn:39]>>[C:1]([CH3:2])([CH3:3])([CH3:4])[O:5][C:6](=[O:7])[N:8]1[CH2:9][CH2:10][n:11]2[c:12]1[c:13]([NH2:28])[c:14]([NH:19][c:20]1[c:21]([F:27])[cH:22][c:23]([Br:26])[cH:24][cH:25]1)[c:15]([CH3:18])[c:16]2=[O:17]. Starting materials: Cc1c(Nc2ccc(Br)cc2F)c([N+](=O)[O-])c2n(c1=O)CCN2C(=O)OC(C)(C)C, C1CCOC1, [Cl-], [NH4+], O, [Zn]. The product is Cc1c(Nc2ccc(Br)cc2F)c(N)c2n(c1=O)CCN2C(=O)OC(C)(C)C.